Dataset: the Open Reaction Database (ORD), a public repository of structured organic reaction records. Task: describe an organic reaction: reactants, conditions, products, and yield Starting materials: CC(C)(C)Oc1ccc2c(n1)OCCN(Cc1ccccc1)C2, CO. Yields the product CC(C)(C)Oc1ccc2c(n1)OCCNC2. As a reaction SMILES: [CH2:1]([c:2]1[cH:3][cH:4][cH:5][cH:6][cH:7]1)[N:8]1[CH2:9][CH2:10][O:11][c:12]2[c:13]([cH:15][cH:16][c:17]([O:19][C:20]([CH3:21])([CH3:22])[CH3:23])[n:18]2)[CH2:14]1.[CH3:24][OH:25]>>[NH:8]1[CH2:9][CH2:10][O:11][c:12]2[c:13]([cH:15][cH:16][c:17]([O:19][C:20]([CH3:21])([CH3:22])[CH3:23])[n:18]2)[CH2:14]1. The reactants are CS(=O)(=O)OC1CCc2ccccc2C1, CN(C)C=O, c1c[nH]cn1. Product: c1ccc2c(c1)CCC(n1ccnc1)C2. As a reaction SMILES: [CH3:1][S:2]([O:3][CH:6]1[CH2:7][c:8]2[cH:9][cH:10][cH:11][cH:12][c:13]2[CH2:14][CH2:15]1)(=[O:4])=[O:5].[O:21]=[CH:22][N:23]([CH3:24])[CH3:25].[nH:16]1[cH:17][n:18][cH:19][cH:20]1>>[CH:6]1([n:16]2[cH:17][n:18][cH:19][cH:20]2)[CH2:7][c:8]2[cH:9][cH:10][cH:11][cH:12][c:13]2[CH2:14][CH2:15]1. Starting materials: COC(C1=CC(=CC(=C1)OCC)NC(CCCCl)=O)=O (3-(4-Chloro-butanoylamino)-5-ethoxy-benzoic acid methyl ester), [H-].[Na+] (NaH). Solvent: CCOC(=O)C (AcOEt), C1CCOC1 (THF). Run at time 30 minute. Yields the product COC(C1=CC(=CC(=C1)N1C(CCC1)=O)OCC)=O (3-ethoxy-5-(2-oxo-pyrrolidin-1-yl)-benzoic acid methyl ester). Isolated yield 66.5%. RXN SMILES: [CH3:1][O:2][C:3](=[O:20])[C:4]1[CH:9]=[C:8]([O:10][CH2:11][CH3:12])[CH:7]=[C:6]([NH:13][C:14](=[O:19])[CH2:15][CH2:16][CH2:17]Cl)[CH:5]=1.[H-].[Na+]>C1COCC1.CCOC(C)=O>[CH3:1][O:2][C:3](=[O:20])[C:4]1[CH:5]=[C:6]([N:13]2[CH2:17][CH2:16][CH2:15][C:14]2=[O:19])[CH:7]=[C:8]([O:10][CH2:11][CH3:12])[CH:9]=1 |f:1.2|. Reported procedure: 3-(4-Chloro-butanoylamino)-5-ethoxy-benzoic acid methyl ester (D51) (7 g, 20 mmol, 1 equiv) in THF (50 ml) was treated portionwise with NaH (60% in mineral oil, 0.88 g, 22 mmol, 1.1 equiv) over 15 min at room temperature. The resulting mixture was stirred for 30 min and then diluted with AcOEt (300 ml). The resulting solution was washed with 2N aqueous HCl solution (200 ml), dried over MgSO4 and concentrated in vacuo. Recrystallisation of the residue from Et2O/hexane gave 3-ethoxy-5-(2-oxo-pyrro... Starting materials: C1(=CC=C(C=C1)S(=O)(=O)O)C.OC=1C(C=C(NC1)CN1C(NCC1)=O)=O (5-Hydroxy-2-[(2-oxo-1-imidazolidinyl)methyl]-4(1H)-pyridinone, p-toluenesulfonate salt), [OH-].[Na+] (sodium hydroxide). The solvent is O (water). Yields the product OC=1C(C=C(NC1)CN1C(NCC1)=O)=O (5-Hydroxy-2-[(2-oxo-1-imidazolidinyl)methyl]--4(1H)-pyridinone). Isolated yield 68.3%. Reaction SMILES: C1(C)C=CC(S(O)(=O)=O)=CC=1.[OH:12][C:13]1[C:14](=[O:26])[CH:15]=[C:16]([CH2:19][N:20]2[CH2:24][CH2:23][NH:22][C:21]2=[O:25])[NH:17][CH:18]=1.[OH-].[Na+]>O>[OH:12][C:13]1[C:14](=[O:26])[CH:15]=[C:16]([CH2:19][N:20]2[CH2:24][CH2:23][NH:22][C:21]2=[O:25])[NH:17][CH:18]=1 |f:0.1,2.3|. Reported procedure: 5-Hydroxy-2-[(2-oxo-1-imidazolidinyl)methyl]-4(1H)-pyridinone, p-toluenesulfonate salt (4.0 g; 10.5 mmol) was dissolved in water (50 ml), and the pH was adjusted to 6.5 by the addition of 2N sodium hydroxide. The precipitate was filtered off by suction, washed with water, and dried in vacuo, yielding 1.5 g of the title compound, melting point 280° C., dec. Yields the product [Na+].S1C=C(C=C1)C1=CC=CC(=N1)S(=O)(=O)[O-] (6-(3-Thienyl)-2-pyridinesulfonic acid sodium salt). Solvent: C(C)O (ethanol). Starting materials: S1C=C(C=C1)C1=CC=CC(=N1)S(=O)(=O)OC1=CC=CC=C1 (Phenyl 6-(3-thienyl)-2-pyridinesulfonate), [OH-].[Na+] (sodium hydroxide). Reaction conditions: temperature 60 celsius, time 18 hour. Procedure: A mixture of phenyl 6-(3-thienyl)-2-pyridinesulfonate (D8) (634 mg, 2 mmol) and aqueous sodium hydroxide solution (1M, 12 ml) in ethanol (20 ml) was stirred at 60° C. for 18 hours. After cooling to room temperature the solution was concentrated in vacuo. The resulting residue was diluted with water, the pH was adjusted to pH 4-5 with 1M hydrochloric acid and the solution was washed with diethyl ether. The aqueous phase was concentrated in vacuo and the residue purified by reverse phase C18 silic... As a reaction SMILES: [S:1]1[CH:5]=[CH:4][C:3]([C:6]2[N:11]=[C:10]([S:12]([O:15]C3C=CC=CC=3)(=[O:14])=[O:13])[CH:9]=[CH:8][CH:7]=2)=[CH:2]1.[OH-].[Na+:23]>C(O)C>[Na+:23].[S:1]1[CH:5]=[CH:4][C:3]([C:6]2[N:11]=[C:10]([S:12]([O-:15])(=[O:14])=[O:13])[CH:9]=[CH:8][CH:7]=2)=[CH:2]1 |f:1.2,4.5|. The reactants are ClC1=CC(=C(C=C1)I)F (4-chloro-2-fluoro-1-iodobenzene), C(#C)[Si](C)(C)C (ethynyl(trimethyl)silane), TEA. Reagents/catalysts: [Cu](I)I (copper iodide), [Pd](Cl)Cl.C1(=CC=CC=C1)P(C1=CC=CC=C1)C1=CC=CC=C1.C1(=CC=CC=C1)P(C1=CC=CC=C1)C1=CC=CC=C1 (bis(triphenylphosphine) palladium(II) chloride). Run in CS(=O)C (DMSO). Run at time 4.5 hour. The product is ClC1=CC(=C(C=C1)C#C[Si](C)(C)C)F (((4-chloro-2-fluorophenyl)ethynyl)trimethylsilane). Isolated yield 56.5%. Reaction SMILES: [Cl:1][C:2]1[CH:7]=[CH:6][C:5](I)=[C:4]([F:9])[CH:3]=1.[C:10]([Si:12]([CH3:15])([CH3:14])[CH3:13])#[CH:11]>CS(C)=O.[Cu](I)I.[Pd](Cl)Cl.C1(P(C2C=CC=CC=2)C2C=CC=CC=2)C=CC=CC=1.C1(P(C2C=CC=CC=2)C2C=CC=CC=2)C=CC=CC=1>[Cl:1][C:2]1[CH:7]=[CH:6][C:5]([C:11]#[C:10][Si:12]([CH3:15])([CH3:14])[CH3:13])=[C:4]([F:9])[CH:3]=1 |f:4.5.6|. Procedure: To a solution of 4-chloro-2-fluoro-1-iodobenzene (2.0 g, 7.8 mmol) in DMSO (10 mL) was added ethynyl(trimethyl)silane (1.14 g, 11.0 mmol), copper iodide (0.029 g, 0.15 mmol), bis(triphenylphosphine) palladium(II) chloride (0.218 g, 0.3 mmol) and TEA (1 mL). The reaction mass was stirred at RT for 4-5 h. The reaction mass quenched in water, passed through celite bed and extracted with ethyl acetate and concentrated to afford 1.0 g of desired product.